From a dataset of the Open Reaction Database (ORD), a public repository of structured organic reaction records. describe an organic reaction: reactants, conditions, products, and yield Reactants: O1CC(C1)[C@@H](C)NC(=O)C1=CN(C2=NC=C(N=C21)C2=NN(C1=CC(=CC=C21)F)C)COCC[Si](C)(C)C (2-(6-fluoro-1-methyl-1H-indazol-3-yl)-5-(2-trimethylsilanylethoxymethyl)-5H-pyrrolo[2,3-b]pyrazine-7-carboxylic acid ((R)-1-oxetan-3-yl-ethyl)-amide), [F-].C(CCC)[N+](CCCC)(CCCC)CCCC (tetrabutylammonium fluoride). Reaction conditions: temperature 70 celsius, time 4 hour. Yields the product O1CC(C1)[C@@H](C)NC(=O)C1=CNC2=NC=C(N=C21)C2=NN(C1=CC(=CC=C21)F)C (2-(6-fluoro-1-methyl-1H-indazol-3-yl)-5H-pyrrolo[2,3-b]pyrazine-7-carboxylic acid ((R)-1-oxetan-3-yl-ethyl)-amide). Yield: 64.5%. RXN SMILES: [O:1]1[CH2:4][CH:3]([C@H:5]([NH:7][C:8]([C:10]2[C:18]3[C:13](=[N:14][CH:15]=[C:16]([C:19]4[C:27]5[C:22](=[CH:23][C:24]([F:28])=[CH:25][CH:26]=5)[N:21]([CH3:29])[N:20]=4)[N:17]=3)[N:12](COCC[Si](C)(C)C)[CH:11]=2)=[O:9])[CH3:6])[CH2:2]1.[F-].C([N+](CCCC)(CCCC)CCCC)CCC>>[O:1]1[CH2:2][CH:3]([C@H:5]([NH:7][C:8]([C:10]2[C:18]3[C:13](=[N:14][CH:15]=[C:16]([C:19]4[C:27]5[C:22](=[CH:23][C:24]([F:28])=[CH:25][CH:26]=5)[N:21]([CH3:29])[N:20]=4)[N:17]=3)[NH:12][CH:11]=2)=[O:9])[CH3:6])[CH2:4]1 |f:1.2|. Procedure: In a round-bottomed flask, 2-(6-fluoro-1-methyl-1H-indazol-3-yl)-5-(2-trimethylsilanylethoxymethyl)-5H-pyrrolo[2,3-b]pyrazine-7-carboxylic acid ((R)-1-oxetan-3-yl-ethyl)-amide (29 mg, 0.055 mmol) was dissolved in tetrabutylammonium fluoride (1.0 M in THF, 0.56 ml, 0.56 mmol). The light brown reaction mixture was stirred at 70° C. for 4 h then cooled to room temperature, quenched with water and extracted with EtOAc (2×). The combined organic layers were washed with water and brine then dried over... Run at temperature 80 celsius. Reactants: resin, C([O-])([O-])=O.[K+].[K+] (potassium carbonate), ClC1=NC=C(C=C1[N+](=O)[O-])[N+](=O)[O-] (2-chloro-3,5-dinitropyridine), C(C)#N (acetonitrile). The reagents and catalysts are C(C)(=O)[O-].[Pd+2].C(C)(=O)[O-] (palladium (II) acetate), C1(=CC=CC=C1)P(C1=CC=CC=C1)[C-]1C=CC=C1.[CH-]1C=CC=C1.[Fe+2] (diphenylphosphinoferrocene). Isolated yield 8.0%. Product: NCC=1C=C(C=CC1)NC1=NC=C(C=C1[N+](=O)[O-])[N+](=O)[O-] (2-(3-aminomethylphenylamino)-3,5-dinitropyridine). Reaction SMILES: C(=O)([O-])[O-].[K+].[K+].Cl[C:8]1[C:13]([N+:14]([O-:16])=[O:15])=[CH:12][C:11]([N+:17]([O-:19])=[O:18])=[CH:10][N:9]=1.[C:20](#[N:22])[CH3:21]>C([O-])(=O)C.[Pd+2].C([O-])(=O)C.C1(P([C-]2C=CC=C2)C2C=CC=CC=2)C=CC=CC=1.[CH-]1C=CC=C1.[Fe+2]>[NH2:22][CH2:20][C:21]1[CH:8]=[C:13]([NH:14][C:8]2[C:13]([N+:14]([O-:16])=[O:15])=[CH:12][C:11]([N+:17]([O-:19])=[O:18])=[CH:10][N:9]=2)[CH:12]=[CH:11][CH:10]=1 |f:0.1.2,5.6.7,8.9.10|. Procedure details: A mixture of the thus obtained resin (100 mg, 0.071 mol), potassium carbonate (100 mg), 2-chloro-3,5-dinitropyridine (72 mg), palladium (II) acetate (16 mg), diphenylphosphinoferrocene (79 mg) and acetonitrile (9 ml) was stirred under a nitrogen atmosphere at 80° C. and then filtered. The resulting resin was washed sequentially with dimethylformamide, water, methanol and methylene chloride, dried under reduced pressure and, after adding trifluoroacetic acid, the mixture was stirred at room tempe... Reactants: CC(C)=CCCC(C)=CCCC(C)=CCCl, C1COCCO1, c1c[nH]cn1. Product: CC(C)=CCCC(C)=CCCC(C)=CCn1ccnc1. As a reaction SMILES: [CH3:1][C:2](=[CH:3][CH2:4][Cl:5])[CH2:6][CH2:7][CH:8]=[C:9]([CH2:10][CH2:11][CH:12]=[C:13]([CH3:14])[CH3:15])[CH3:16].[O:22]1[CH2:23][CH2:24][O:25][CH2:26][CH2:27]1.[nH:17]1[cH:18][n:19][cH:20][cH:21]1>>[CH3:1][C:2](=[CH:3][CH2:4][n:17]1[cH:18][n:19][cH:20][cH:21]1)[CH2:6][CH2:7][CH:8]=[C:9]([CH2:10][CH2:11][CH:12]=[C:13]([CH3:14])[CH3:15])[CH3:16].